Dataset: the Open Reaction Database (ORD), a public repository of structured organic reaction records. Task: describe an organic reaction: reactants, conditions, products, and yield The reactants are O1CCCC1 (Tetrahydrofuran), LiAl(OMe)3H, O1CCCC1 (tetrahydrofuran), bridged acetal, C(=O)O (formic acid), LiAl(OMe)3H, C(C)(=O)OCC (ethyl acetate), C(=O)O (formic acid), ( I ), CC1C2CC(C(C=CC=C(CC3=CC(=C(C(=C3)OC)Cl)N(C(=O)CC(C4(C1O4)C)OC(=O)CC(C)C)C)C)OC)(NC(=O)O2)O (ansamitocins), CC1C2CC(C(C=CC=C(CC3=CC(=C(C(=C3)OC)Cl)N(C(=O)CC(C4(C1O4)C)OC(=O)CC(C)C)C)C)OC)(NC(=O)O2)O (Ansamitocins). Run in O (water). Reaction conditions: temperature -57 celsius. The product is CC1C2CC(C(/C=C/C=C(/CC3=CC(=C(C(=C3)OC)Cl)N(C(=O)CC(C4(C1O4)C)O)C)\C)OC)(NC(=O)O2)O (maytansinol). As a reaction SMILES: [CH3:1][CH:2]1[CH:27]2[O:28][C:26]2([CH3:29])[CH:25]([O:30]C(CC(C)C)=O)[CH2:24][C:22](=[O:23])[N:21]([CH3:37])[C:14]2=[C:15]([Cl:20])[C:16]([O:18][CH3:19])=[CH:17][C:12](=[CH:13]2)[CH2:11][C:10]([CH3:38])=[CH:9][CH:8]=[CH:7][CH:6]([O:39][CH3:40])[C:5]2([OH:45])[NH:41][C:42]([O:44][CH:3]1[CH2:4]2)=[O:43].C(O)=O.O1CCCC1.C(OCC)(=O)C>O>[CH3:1][CH:2]1[CH:27]2[O:28][C:26]2([CH3:29])[CH:25]([OH:30])[CH2:24][C:22](=[O:23])[N:21]([CH3:37])[C:14]2=[C:15]([Cl:20])[C:16]([O:18][CH3:19])=[CH:17][C:12](=[CH:13]2)[CH2:11][C:10]([CH3:38])=[CH:9][CH:8]=[CH:7][CH:6]([O:39][CH3:40])[C:5]2([OH:45])[NH:41][C:42]([O:44][CH:3]1[CH2:4]2)=[O:43]. Procedure: This example describes preparation of the bridged acetal compound shown in Formula (I), where R1 is CH(CH3)2, reduction of ansamitocins with LiAl(OMe)3H, followed by aqueous formic acid quench. Ansamitocins (3.0 g, 4.72 mmol) were weighed into a three necked flask equipped with a thermometer. Tetrahydrofuran (15 mL) was added to the flask with stirring, and the flask was cooled in a −57° C. cooling bath. Once the contents of the flask reached −35° C., a solution of 0.67 M LiAl(OMe)3H in tetrahyd... The reactants are Cc1cc(Cl)c2cccc(S(=O)(=O)N(C)C)c2n1, CO, NCc1ccc(Cl)c(Cl)c1. The product is Cc1cc(NCc2ccc(Cl)c(Cl)c2)c2cccc(S(=O)(=O)N(C)C)c2n1. As a reaction SMILES: [CH3:1][N:2]([S:3](=[O:4])(=[O:5])[c:6]1[cH:7][cH:8][cH:9][c:10]2[c:11]([Cl:17])[cH:12][c:13]([CH3:16])[n:14][c:15]12)[CH3:18].[CH3:29][OH:30].[Cl:19][c:20]1[cH:21][c:22]([CH2:23][NH2:24])[cH:25][cH:26][c:27]1[Cl:28]>>[CH3:1][N:2]([S:3](=[O:4])(=[O:5])[c:6]1[cH:7][cH:8][cH:9][c:10]2[c:11]([NH:24][CH2:23][c:22]3[cH:21][c:20]([Cl:19])[c:27]([Cl:28])[cH:26][cH:25]3)[cH:12][c:13]([CH3:16])[n:14][c:15]12)[CH3:18]. Starting materials: O=C(Cl)c1cccc(Cl)c1, N#Cc1ccc(Cn2cncc2Cc2ccc(-n3cc(Cl)ccc3=O)nc2)cc1OCCN, CN(C)C=O. Product: N#Cc1ccc(Cn2cncc2Cc2ccc(-n3cc(Cl)ccc3=O)nc2)cc1OCCNC(=O)c1cccc(Cl)c1. As a reaction SMILES: [Cl:34][c:35]1[cH:36][c:37]([C:38](=[O:39])[Cl:40])[cH:41][cH:42][cH:43]1.[NH2:1][CH2:2][CH2:3][O:4][c:5]1[c:6]([C:7]#[N:8])[cH:9][cH:10][c:11]([CH2:13][n:14]2[cH:15][n:16][cH:17][c:18]2[CH2:19][c:20]2[cH:21][cH:22][c:23](-[n:26]3[c:27](=[O:33])[cH:28][cH:29][c:30]([Cl:32])[cH:31]3)[n:24][cH:25]2)[cH:12]1.[O:44]=[CH:45][N:46]([CH3:47])[CH3:48]>>[NH:1]([CH2:2][CH2:3][O:4][c:5]1[c:6]([C:7]#[N:8])[cH:9][cH:10][c:11]([CH2:13][n:14]2[cH:15][n:16][cH:17][c:18]2[CH2:19][c:20]2[cH:21][cH:22][c:23](-[n:26]3[c:27](=[O:33])[cH:28][cH:29][c:30]([Cl:32])[cH:31]3)[n:24][cH:25]2)[cH:12]1)[C:38]([c:37]1[cH:36][c:35]([Cl:34])[cH:43][cH:42][cH:41]1)=[O:39]. Reactants: O=C([O-])[O-], CO, C[Si](C)(C)C#Cc1cc(C(F)(F)F)ccc1Cl, [K+], [K+], O. Product: C#Cc1cc(C(F)(F)F)ccc1Cl. As a reaction SMILES: [C:20](=[O:21])([O-:22])[O-:23].[CH3:18][OH:19].[Cl:1][c:2]1[c:3]([C:12]#[C:13][Si:14]([CH3:15])([CH3:16])[CH3:17])[cH:4][c:5]([C:8]([F:9])([F:10])[F:11])[cH:6][cH:7]1.[K+:24].[K+:25].[OH2:26]>>[Cl:1][c:2]1[c:3]([C:12]#[CH:13])[cH:4][c:5]([C:8]([F:9])([F:10])[F:11])[cH:6][cH:7]1.